This data is from the Open Reaction Database (ORD), a public repository of structured organic reaction records. The task is: describe an organic reaction: reactants, conditions, products, and yield Starting materials: CN(C)C=O, CI, CCOC(=O)c1cnc(S)nc1N. Product: CCOC(=O)c1cnc(SC)nc1N. As a reaction SMILES: [CH3:16][N:17]([CH3:18])[CH:19]=[O:20].[I:1][CH3:2].[NH2:3][c:4]1[n:5][c:6]([SH:15])[n:7][cH:8][c:9]1[C:10](=[O:11])[O:12][CH2:13][CH3:14]>>[CH3:2][S:15][c:6]1[n:5][c:4]([NH2:3])[c:9]([C:10](=[O:11])[O:12][CH2:13][CH3:14])[cH:8][n:7]1.